This data is from the Open Reaction Database (ORD), a public repository of structured organic reaction records. The task is: describe an organic reaction: reactants, conditions, products, and yield The solvent is C(C)O (ethanol). Starting materials: N1(CCC1)C1=C2C(=NC=N1)N(N=C2C=2C=NN(C2Br)C)C (4-(Azetidin-1-yl)-3-(5-bromo-1-methyl-1H-pyrazol-4-yl)-1-methyl-1H-pyrazolo[3,4-d]pyrimidine), O (Water), C(=O)C1=CC=C(C=C1)B(O)O ((4-formylphenyl)boronic acid), C([O-])([O-])=O.[Na+].[Na+] (sodium carbonate). The reagents and catalysts are C=1C=CC(=CC1)[P](C=2C=CC=CC2)(C=3C=CC=CC3)[Pd]([P](C=4C=CC=CC4)(C=5C=CC=CC5)C=6C=CC=CC6)([P](C=7C=CC=CC7)(C=8C=CC=CC8)C=9C=CC=CC9)[P](C=1C=CC=CC1)(C=1C=CC=CC1)C=1C=CC=CC1 (tetrakis(triphenylphosphine)palladium(0)). Conditions: temperature 100 celsius, time 18 hour. The product is N1(CCC1)C1=C2C(=NC=N1)N(N=C2C=2C=NN(C2C2=CC=C(C=O)C=C2)C)C (4-{4-[4-(azetidin-1-yl)-1-methyl-1H-pyrazolo[3,4-d]pyrimidin-3-yl]-1-methyl-1H-pyrazol-5-yl}benzaldehyde). Reported procedure: 4-(Azetidin-1-yl)-3-(5-bromo-1-methyl-1H-pyrazol-4-yl)-1-methyl-1H-pyrazolo[3,4-d]pyrimidine (C28) (345 mg, 0.991 mmol), (4-formylphenyl)boronic acid (163 mg, 1.09 mmol), tetrakis(triphenylphosphine)palladium(0) (11.6 mg, 0.0100 mmol), and sodium carbonate (210 mg, 1.98 mmol) were combined in ethanol (10 mL). Water (2 mL) was added, and the reaction mixture was allowed to stir for 18 hours at 100° C. The reaction mixture was concentrated in vacuo and diluted with water. The aqueous layer was ext... RXN SMILES: [N:1]1([C:5]2[N:10]=[CH:9][N:8]=[C:7]3[N:11]([CH3:21])[N:12]=[C:13]([C:14]4[CH:15]=[N:16][N:17]([CH3:20])[C:18]=4Br)[C:6]=23)[CH2:4][CH2:3][CH2:2]1.[CH:22]([C:24]1[CH:29]=[CH:28][C:27](B(O)O)=[CH:26][CH:25]=1)=[O:23].C(=O)([O-])[O-].[Na+].[Na+].O>C(O)C.C1C=CC([P]([Pd]([P](C2C=CC=CC=2)(C2C=CC=CC=2)C2C=CC=CC=2)([P](C2C=CC=CC=2)(C2C=CC=CC=2)C2C=CC=CC=2)[P](C2C=CC=CC=2)(C2C=CC=CC=2)C2C=CC=CC=2)(C2C=CC=CC=2)C2C=CC=CC=2)=CC=1>[N:1]1([C:5]2[N:10]=[CH:9][N:8]=[C:7]3[N:11]([CH3:21])[N:12]=[C:13]([C:14]4[CH:15]=[N:16][N:17]([CH3:20])[C:18]=4[C:27]4[CH:28]=[CH:29][C:24]([CH:22]=[O:23])=[CH:25][CH:26]=4)[C:6]=23)[CH2:4][CH2:3][CH2:2]1 |f:2.3.4,^1:46,48,67,86|. Reactants: C1(CCCCC1)ON1C(CC(CC1(C)C)=NO)(C)C (1-cyclohexyloxy-2,2,6,6-tetramethylpiperidin-4-one oxime), C(C1=CC=CC=C1)Br (benzyl bromide). Yields the product C(C1=CC=CC=C1)N(O)C1CC(N(C(C1)(C)C)OC1CCCCC1)(C)C (N-Benzyl-N-(1-cyclohexyloxy-2,2,6,6-tetramethylpiperidin-4yl)-hydroxylamine), product. The yield is 50.0%. As a reaction SMILES: [CH:1]1([O:7][N:8]2[C:13]([CH3:15])([CH3:14])[CH2:12][C:11](=[N:16][OH:17])[CH2:10][C:9]2([CH3:19])[CH3:18])[CH2:6][CH2:5][CH2:4][CH2:3][CH2:2]1.[CH2:20](Br)[C:21]1[CH:26]=[CH:25][CH:24]=[CH:23][CH:22]=1>>[CH2:20]([N:16]([CH:11]1[CH2:12][C:13]([CH3:14])([CH3:15])[N:8]([O:7][CH:1]2[CH2:2][CH2:3][CH2:4][CH2:5][CH2:6]2)[C:9]([CH3:19])([CH3:18])[CH2:10]1)[OH:17])[C:21]1[CH:26]=[CH:25][CH:24]=[CH:23][CH:22]=1. Procedure details: Following the procedure of Example 1, the title compound is prepared from 1-cyclohexyloxy-2,2,6,6-tetramethylpiperidin-4-one oxime (3.7 g, 13 mmol) and benzyl bromide (2.4 g, 14 mmol) in a 50% yield to give 2.3 g of product as white crystals melting at 133° C. after recrystalization from ethanol. The reactants are Cl (HCl), C(C1=CC=CC=C1)OC(=O)N1C[C@@H](CCC1)NC(=O)OC(C)(C)C ((R)-3-tert-butoxycarbonylamino-piperidine-1-carboxylic acid benzyl ester). Yields the product C(C1=CC=CC=C1)OC(=O)N1C[C@@H](CCC1)N ((R)-3-Amino-piperidine-1-carboxylic acid benzyl ester). Isolated yield 103.6%. As a reaction SMILES: Cl.[CH2:2]([O:9][C:10]([N:12]1[CH2:17][CH2:16][CH2:15][C@@H:14]([NH:18]C(OC(C)(C)C)=O)[CH2:13]1)=[O:11])[C:3]1[CH:8]=[CH:7][CH:6]=[CH:5][CH:4]=1>O1CCOCC1.C(Cl)Cl.CO>[CH2:2]([O:9][C:10]([N:12]1[CH2:17][CH2:16][CH2:15][C@@H:14]([NH2:18])[CH2:13]1)=[O:11])[C:3]1[CH:8]=[CH:7][CH:6]=[CH:5][CH:4]=1. Reported procedure: Add 4M HCl in dioxane (100 mL) to a solution of (R)-3-tert-butoxycarbonylamino-piperidine-1-carboxylic acid benzyl ester (71.65 mmol; 23.96 g) in DCM (100 mL) and MeOH (10 mL). Stir 60 min and evaporate. Partition solid between DCM and saturated sodium bicarbonate aqueous, extract three times with DCM, Wash extracts with brine, dry over MgSO4, filter through Celite® and evaporate to give the title compound 17.39 g (74.22 mmol; 104%). MS (ES+): m/z=235 (M+H). The solvent is O1CCOCC1 (dioxane), C(Cl)Cl (DCM), CO (MeOH). Run at time 60 minute. Reactants: FC(C(=O)N1CCC2=C([C@@H](C1)C)C(=C(C=C2)Cl)F)(F)F ((S)-N-trifluoroacetyl-8-chloro-9-fluoro-1-methyl-2,3,4,5-tetrahydro-1H-3-benzazepine), [OH-].[Na+] (NaOH). The solvent is CO (methanol). Reaction conditions: temperature 25 celsius, time 3.5 hour. Product: ClC=1C=CC2=C([C@@H](CNCC2)C)C1F ((S)-8-chloro-9-fluoro-1-methyl-2,3,4,5-tetrahydro-1H-3-benzazepine). The yield is 197.8%. As a reaction SMILES: FC(F)(F)C([N:5]1[CH2:11][C@@H:10]([CH3:12])[C:9]2[C:13]([F:18])=[C:14]([Cl:17])[CH:15]=[CH:16][C:8]=2[CH2:7][CH2:6]1)=O.[OH-].[Na+]>CO>[Cl:17][C:14]1[CH:15]=[CH:16][C:8]2[CH2:7][CH2:6][NH:5][CH2:11][C@@H:10]([CH3:12])[C:9]=2[C:13]=1[F:18] |f:1.2|. Procedure details: A solution of (S)-N-trifluoroacetyl-8-chloro-9-fluoro-1-methyl-2,3,4,5-tetrahydro-1H-3-benzazepine (160 mg, 0.22 mmol) in methanol (3 mL) was treated with 15% aqueous NaOH (2 mL), and stirred for 3.5 hours at 25° C. The product mixture was concentrated, extracted 3 times with CH2Cl2 (5 mL), dried with Na2SO4 and concentrated to give 93 mg of a clear oil. 1H NMR (400 MHz, CDCl3) δ 7.06 (dd, J=8, 8 Hz, 1H), 6.75 (d, J=8 Hz, 1H), 3.58 (m, 1H), 3.25-3.15 (m, 3H), 2.93 (d, J=13 Hz, 1H) 2.75-2.60 (m, ... Starting materials: BrC1=CC=C(C=C1)C(CC(=O)C1=CC(=NC=C1)OC)C1=C(C=CC=C1)C (3-(4-bromo-phenyl)-1-(2-methoxy-pyridin-4-yl)-3-o-tolyl-propan-1-one), Cl.NO (hydroxylamine hydrochloride), C(=O)(O)[O-].[Na+] (NaHCO3). Yields the product BrC1=CC=C(C=C1)C(CC(=NO)C1=CC(=NC=C1)OC)C1=C(C=CC=C1)C (3-(4-Bromo-phenyl)-1-(2-methoxy-pyridin-4-yl)-3-o-tolyl-propan-1-one oxime). As a reaction SMILES: [Br:1][C:2]1[CH:7]=[CH:6][C:5]([CH:8]([C:20]2[CH:25]=[CH:24][CH:23]=[CH:22][C:21]=2[CH3:26])[CH2:9][C:10]([C:12]2[CH:17]=[CH:16][N:15]=[C:14]([O:18][CH3:19])[CH:13]=2)=O)=[CH:4][CH:3]=1.Cl.[NH2:28][OH:29].C([O-])(O)=O.[Na+]>>[Br:1][C:2]1[CH:7]=[CH:6][C:5]([CH:8]([C:20]2[CH:25]=[CH:24][CH:23]=[CH:22][C:21]=2[CH3:26])[CH2:9][C:10]([C:12]2[CH:17]=[CH:16][N:15]=[C:14]([O:18][CH3:19])[CH:13]=2)=[N:28][OH:29])=[CH:4][CH:3]=1 |f:1.2,3.4|. Reported procedure: In analogy to example 74, step 7, from 3-(4-bromo-phenyl)-1-(2-methoxy-pyridin-4-yl)-3-o-tolyl-propan-1-one and hydroxylamine hydrochloride in the presence of NaHCO3 was prepared the title compound as a mixture of E and Z isomers (2.7:1) as a white foam, MS (ESI+): m/z=425.1 ([M+H]+, 1Br). Reaction SMILES: [C:1]([CH3:2])(=[O:3])[O:4][CH:5]1[CH:6]([O:7][C:8]([CH3:9])=[O:10])[CH:11]([O:12][C:13]([CH3:14])=[O:15])[CH:16]([O:17][C:18]([CH3:19])=[O:20])[CH:21]([CH2:23][S:24]([CH3:25])(=[O:26])=[O:27])[O:22]1.[CH2:30]([C:31]([CH3:32])=[O:33])[CH3:34].[I-:29].[Na+:28]>>[C:1]([CH3:2])(=[O:3])[O:4][CH:5]1[CH:6]([O:7][C:8]([CH3:9])=[O:10])[CH:11]([O:12][C:13]([CH3:14])=[O:15])[CH:16]([O:17][C:18]([CH3:19])=[O:20])[CH:21]([CH2:23][I:29])[O:22]1. Starting materials: CC(=O)OC1OC(CS(C)(=O)=O)C(OC(C)=O)C(OC(C)=O)C1OC(C)=O, CCC(C)=O, [I-], [Na+]. The product is CC(=O)OC1OC(CI)C(OC(C)=O)C(OC(C)=O)C1OC(C)=O. Reactants: C(C)(C)(C)OC(=O)N1CCN(CC1)C1CCC(CC1)OC=1N=CN=C2SC=3CC[C@@H](C3C12)CC#N (tert-butyl-4-(4-[[(3R)-3-(cyanomethyl)-7-thia-9,11-diazatricyclo[6.4.0.0[2,6]]dodeca-1(12),2(6),8,10-tetraen-12-yl]oxy]cyclohexyl)piperazine-1-carboxylate), O[Li].O (LiOH.H2O), OO (H2O2). Run in CO (methanol). Conditions: temperature 0 celsius, time 4 hour. Yields the product N1(CCNCC1)C1CCC(CC1)OC=1N=CN=C2SC=3CC[C@@H](C3C12)CC(=O)N (2-[(3R)-12-[[4-(piperazin-1-yl)cyclohexyl]oxy]-7-thia-9,11-diazatricyclo[6.4.0.0[2,6]]dodeca-1(12),2(6),8,10-tetraen-3-yl]acetamide). Reaction SMILES: C(OC([N:8]1[CH2:13][CH2:12][N:11]([CH:14]2[CH2:19][CH2:18][CH:17]([O:20][C:21]3[N:22]=[CH:23][N:24]=[C:25]4[C:32]=3[C:31]3[C@@H:30]([CH2:33][C:34]#[N:35])[CH2:29][CH2:28][C:27]=3[S:26]4)[CH2:16][CH2:15]2)[CH2:10][CH2:9]1)=O)(C)(C)C.[OH:36][Li].O.OO>CO>[N:11]1([CH:14]2[CH2:15][CH2:16][CH:17]([O:20][C:21]3[N:22]=[CH:23][N:24]=[C:25]4[C:32]=3[C:31]3[C@@H:30]([CH2:33][C:34]([NH2:35])=[O:36])[CH2:29][CH2:28][C:27]=3[S:26]4)[CH2:18][CH2:19]2)[CH2:10][CH2:9][NH:8][CH2:13][CH2:12]1 |f:1.2|. Procedure: To a solution of tert-butyl-4-(4-[[(3R)-3-(cyanomethyl)-7-thia-9,11-diazatricyclo[6.4.0.0[2,6]]dodeca-1(12),2(6),8,10-tetraen-12-yl]oxy]cyclohexyl)piperazine-1-carboxylate (260 mg, 0.52 mmol, 1.00 equiv) in methanol (15 mL) were added LiOH.H2O (150 mg, 3.57 mmol, 6.84 equiv), H2O2 (30%) (0.8 mL). The resulting solution was stirred for 4 h at 0° C. The reaction was then quenched by the addition of 10 mL of Na2SO3 (aq.). The resulting solution was extracted with 3×30 mL of dichloromethane and the ... Reactants: O=S(=O)(Nc1ccnc(Cl)c1)c1ccc(Br)cc1, Cc1ccc(B(O)O)o1, COCCOC, [Na+], [Na+], O=C([O-])[O-], O. Yields the product Cc1ccc(-c2ccc(S(=O)(=O)Nc3ccnc(Cl)c3)cc2)o1. As a reaction SMILES: [Br:1][c:2]1[cH:3][cH:4][c:5]([S:8](=[O:9])(=[O:10])[NH:11][c:12]2[cH:13][c:14]([Cl:18])[n:15][cH:16][cH:17]2)[cH:6][cH:7]1.[CH3:19][c:20]1[cH:21][cH:22][c:23]([B:25]([OH:26])[OH:27])[o:24]1.[CH3:34][O:35][CH2:36][CH2:37][O:38][CH3:39].[Na+:28].[Na+:29].[O-:30][C:31](=[O:32])[O-:33].[OH2:40]>>[c:2]1(-[c:23]2[cH:22][cH:21][c:20]([CH3:19])[o:24]2)[cH:3][cH:4][c:5]([S:8](=[O:9])(=[O:10])[NH:11][c:12]2[cH:13][c:14]([Cl:18])[n:15][cH:16][cH:17]2)[cH:6][cH:7]1. Reactants: COC=1C=C2C=C(NC2=CC1)C(=O)N1CC2=CC=C(C=C2CC1)C(=O)NOC1OCCCC1 (2-[(5-methoxy-1H-indol-2-yl)carbonyl]-N-(tetrahydro-2H-pyran-2-yloxy)-1,2,3,4-tetrahydroisoquinoline-6-carboxamide), Cl (hydrochloric acid). The solvent is C(C)(C)O (isopropanol). Reaction conditions: time 8 hour. Product: ONC(=O)C=1C=C2CCN(CC2=CC1)C(=O)C=1NC2=CC=C(C=C2C1)OC (N-Hydroxy-2-[(5-methoxy-1H-indol-2-yl)carbonyl]-1,2,3,4-tetrahydroisoquinoline-6-carboxamide). Yield: 68.3%. RXN SMILES: [CH3:1][O:2][C:3]1[CH:4]=[C:5]2[C:9](=[CH:10][CH:11]=1)[NH:8][C:7]([C:12]([N:14]1[CH2:23][CH2:22][C:21]3[C:16](=[CH:17][CH:18]=[C:19]([C:24]([NH:26][O:27]C4CCCCO4)=[O:25])[CH:20]=3)[CH2:15]1)=[O:13])=[CH:6]2.Cl>C(O)(C)C>[OH:27][NH:26][C:24]([C:19]1[CH:20]=[C:21]2[C:16](=[CH:17][CH:18]=1)[CH2:15][N:14]([C:12]([C:7]1[NH:8][C:9]3[C:5]([CH:6]=1)=[CH:4][C:3]([O:2][CH3:1])=[CH:11][CH:10]=3)=[O:13])[CH2:23][CH2:22]2)=[O:25]. Procedure details: A mixture of 45 mg of 2-[(5-methoxy-1H-indol-2-yl)carbonyl]-N-(tetrahydro-2H-pyran-2-yloxy)-1,2,3,4-tetrahydroisoquinoline-6-carboxamide, 3 ml isopropanol and 3 ml of an aqueous, 0.1 N hydrochloric acid is stirred overnight at ambient temperature. The reaction mixture is evaporated and the residue is treated with acetonitrile. The resulting solid is collected and dried. 25 mg of a colorless solid are obtained with mp 156° C. MH+=366.0